The task is: describe an organic reaction: reactants, conditions, products, and yield. This data is from the Open Reaction Database (ORD), a public repository of structured organic reaction records. Reactants: O=C([O-])[O-], CCOC(C)=O, CC#N, CN1C(=O)c2ccc(F)cc2OC1(C)C, [K+], [K+], COCC(C)Oc1cc(O)cc(C(=O)Nc2ccn(C)n2)c1. Product: COCC(C)Oc1cc(Oc2ccc3c(c2)OC(C)(C)N(C)C3=O)cc(C(=O)Nc2ccn(C)n2)c1. Reaction SMILES: [C:38](=[O:39])([O-:40])[O-:41].[CH3:44][CH2:45][O:46][C:47](=[O:48])[CH3:49].[CH3:50][C:51]#[N:52].[F:23][c:24]1[cH:25][c:26]2[c:27]([cH:36][cH:37]1)[C:28](=[O:35])[N:29]([CH3:34])[C:30]([CH3:32])([CH3:33])[O:31]2.[K+:42].[K+:43].[OH:1][c:2]1[cH:3][c:4]([C:5](=[O:6])[NH:7][c:8]2[n:9][n:10]([CH3:13])[cH:11][cH:12]2)[cH:14][c:15]([O:17][CH:18]([CH2:19][O:20][CH3:21])[CH3:22])[cH:16]1>>[O:1]([c:2]1[cH:3][c:4]([C:5](=[O:6])[NH:7][c:8]2[n:9][n:10]([CH3:13])[cH:11][cH:12]2)[cH:14][c:15]([O:17][CH:18]([CH2:19][O:20][CH3:21])[CH3:22])[cH:16]1)[c:24]1[cH:25][c:26]2[c:27]([cH:36][cH:37]1)[C:28](=[O:35])[N:29]([CH3:34])[C:30]([CH3:32])([CH3:33])[O:31]2. The product is NC(C(C(CC1=CC=CC=C1)NC(=O)[C@@H]1N(C(CC1)=O)CC1=C(C=CC=C1)OC(F)(F)F)=O)=O ((2R)—N-(4-Amino-3,4-dioxo-1-phenylbutan-2-yl)-5-oxo-1-[2-(trifluoromethoxy)-benzyl]pyrrolidine-2-carboxamide). Reactants: FC(OC1=C(CN2[C@H](CCC2=O)C(=O)O)C=CC=C1)(F)F ((R)-1-(2-trifluoromethoxy-benzyl)-5-oxo-pyrrolidine-2-carboxylic acid), O=[N-] (ketoamide), NC(C(C(=O)N)O)CC1=CC=CC=C1 (3-amino-2-hydroxy-4-phenylbutanamide), O[NH-] (hydroxyamide). Procedure details: Coupling of (R)-1-(2-trifluoromethoxy-benzyl)-5-oxo-pyrrolidine-2-carboxylic acid with 3-amino-2-hydroxy-4-phenylbutanamide and oxidation of the resulting hydroxyamide intermediate to the corresponding ketoamide. RXN SMILES: [F:1][C:2]([F:21])([F:20])[O:3][C:4]1[CH:19]=[CH:18][CH:17]=[CH:16][C:5]=1[CH2:6][N:7]1[C:11](=[O:12])[CH2:10][CH2:9][C@@H:8]1[C:13]([OH:15])=O.[NH2:22][CH:23]([CH2:29][C:30]1[CH:35]=[CH:34][CH:33]=[CH:32][CH:31]=1)[CH:24]([OH:28])[C:25]([NH2:27])=[O:26].O[NH-].O=[N-]>>[NH2:27][C:25](=[O:26])[C:24](=[O:28])[CH:23]([NH:22][C:13]([C@H:8]1[CH2:9][CH2:10][C:11](=[O:12])[N:7]1[CH2:6][C:5]1[CH:16]=[CH:17][CH:18]=[CH:19][C:4]=1[O:3][C:2]([F:1])([F:21])[F:20])=[O:15])[CH2:29][C:30]1[CH:31]=[CH:32][CH:33]=[CH:34][CH:35]=1. Starting materials: OC1=NC2=CC=CC=C2C(=C1)C(=O)O (2-Hydroxyquinoline-4-carboxylic acid), O=P(Cl)(Cl)Cl (POCl3), ice. Yields the product ClC1=NC2=CC=CC=C2C(=C1)C(=O)O (2-chloroquinoline-4-carboxylic acid). As a reaction SMILES: O[C:2]1[CH:11]=[C:10]([C:12]([OH:14])=[O:13])[C:9]2[C:4](=[CH:5][CH:6]=[CH:7][CH:8]=2)[N:3]=1.O=P(Cl)(Cl)[Cl:17]>>[Cl:17][C:2]1[CH:11]=[C:10]([C:12]([OH:14])=[O:13])[C:9]2[C:4](=[CH:5][CH:6]=[CH:7][CH:8]=2)[N:3]=1. Procedure details: 2-Hydroxyquinoline-4-carboxylic acid (34, 2.57 g, 13.6 mmol) and POCl3 (25 mL) were refluxed for 24 h. The reaction mixture was poured onto crushed-ice (300 g). The solid that separated was filtered, washed with water, and dried well under high vacuum afforded 2.47 g (87%) white flasks of desired product. 1H NMR (CDCl3, 300 MHz): δ 8.67 (d, 1H, J=8.4 Hz), 7.91 (d, 1H, J=8.1 Hz), 7.83 (s, 1H), 7.76 (t, 1H, J=7.2 Hz), 7.54 (t, 1H, J=7.2 Hz); LCMS (m/z): 208 (MH+). Starting materials: COC(CC1=CC2=CC=C(C=C2C(=C1C)OS(=O)(=O)C(F)(F)F)F)=O ((6-fluoro-3-methyl-4-trifluoromethanesulfonyloxy-naphthalen-2-yl)-acetic acid methyl ester), CC1(OB(OC1(C)C)CC1=CC=C(C=C1)C)C (4,4,5,5-tetramethyl-2-(4-methyl-benzyl)-1,3,2-dioxaborolane), C1(CCCCC1)P(C1=C(C=CC=C1)C1=C(C=CC=C1OC)OC)C1CCCCC1 (2-dicyclohexylphosphino-2′,6′-dimethoxybiphenyl), P(=O)([O-])([O-])[O-].[K+].[K+].[K+] (potassium phosphate). The reagents and catalysts are C(C)(=O)[O-].[Pd+2].C(C)(=O)[O-] (palladium(II) acetate). The solvent is O (water), C1(=CC=CC=C1)C (toluene), C(C)(=O)OCC (ethyl acetate). Conditions: temperature 110 celsius. Product: COC(CC1=CC2=CC=C(C=C2C(=C1C)CC1=CC=C(C=C1)C)F)=O ([6-fluoro-3-methyl-4-(4-methyl-benzyl)-naphthalen-2-yl]-acetic acid methyl ester). Yield: 74.9%. Reaction SMILES: [CH3:1][O:2][C:3](=[O:25])[CH2:4][C:5]1[C:14]([CH3:15])=[C:13](OS(C(F)(F)F)(=O)=O)[C:12]2[C:7](=[CH:8][CH:9]=[C:10]([F:24])[CH:11]=2)[CH:6]=1.CC1(C)C(C)(C)OB([CH2:34][C:35]2[CH:40]=[CH:39][C:38]([CH3:41])=[CH:37][CH:36]=2)O1.C1(P(C2CCCCC2)C2C=CC=CC=2C2C(OC)=CC=CC=2OC)CCCCC1.P([O-])([O-])([O-])=O.[K+].[K+].[K+]>C(OCC)(=O)C.C([O-])(=O)C.[Pd+2].C([O-])(=O)C.O.C1(C)C=CC=CC=1>[CH3:1][O:2][C:3](=[O:25])[CH2:4][C:5]1[C:14]([CH3:15])=[C:13]([CH2:34][C:35]2[CH:40]=[CH:39][C:38]([CH3:41])=[CH:37][CH:36]=2)[C:12]2[C:7](=[CH:8][CH:9]=[C:10]([F:24])[CH:11]=2)[CH:6]=1 |f:3.4.5.6,8.9.10|. Procedure: A mixture of (6-fluoro-3-methyl-4-trifluoromethanesulfonyloxy-naphthalen-2-yl)-acetic acid methyl ester (220 mg, 0.578 mmol), 4,4,5,5-tetramethyl-2-(4-methyl-benzyl)-1,3,2-dioxaborolane (402 mg, 1.731 mmol), palladium(II) acetate (17 mg, 0.0757 mmol), 2-dicyclohexylphosphino-2′,6′-dimethoxybiphenyl (53 mg, 0.129 mmol), potassium phosphate (246 mg, 1.159 mmol), toluene (5 mL) and water (0.5 mL) was heated at 110° C. for 2 hours. The reaction mixture was cooled to room temperature, diluted with et...